Task: describe an organic reaction: reactants, conditions, products, and yield. Dataset: the Open Reaction Database (ORD), a public repository of structured organic reaction records The reactants are C(C(=O)[O-])(=O)OCC (ethyl oxalate), Cl (HCl), [OH-].[Na+] (NaOH), C(CCC)[Li] (n-butyllithium), C(=O)(OC(C)(C)C)NC1=NC=CC=C1C (2-(N-Boc)amino-3-methylpyridine). Solvent: C1CCOC1 (THF), C1CCOC1 (THF). Conditions: temperature 0 celsius, time 1 hour. The product is N1C(=CC=2C1=NC=CC2)C(=O)OCC (Ethyl 1-H-pyrrolo[2,3-b]pyridine-2-carboxylate). Isolated yield 39.4%. As a reaction SMILES: C([Li])CCC.[C:6]([NH:13][C:14]1[C:19]([CH3:20])=[CH:18][CH:17]=[CH:16][N:15]=1)(OC(C)(C)C)=O.[C:21]([O:26][CH2:27][CH3:28])(=[O:25])C([O-])=O.Cl.[OH-].[Na+]>C1COCC1>[NH:13]1[C:14]2=[N:15][CH:16]=[CH:17][CH:18]=[C:19]2[CH:20]=[C:6]1[C:21]([O:26][CH2:27][CH3:28])=[O:25] |f:4.5|. Procedure details: 30 ml of n-butyllithium are added, under nitrogen, at a temperature of less than 5° C., to 5 g of 2-(N-Boc)amino-3-methylpyridine in 100 ml of THF. After stirring for 1 hour at 0° C., the lithiated derivative thus formed is added to a solution of 7 g of ethyl oxalate in 50 ml of THF at −3° C. The reaction medium is allowed to return to RT and is then poured slowly into 25 ml of 6N HCl at 0° C., while maintaining the temperature below 100° C. This mixture is heated at 50° C. for 2 hours and the p...